This data is from the Open Reaction Database (ORD), a public repository of structured organic reaction records. The task is: describe an organic reaction: reactants, conditions, products, and yield Reactants: Fc1cc(C2=CCC3(CC2)OCCO3)cc(F)c1F, CCO, [H][H]. The product is Fc1cc(C2CCC3(CC2)OCCO3)cc(F)c1F. As a reaction SMILES: [CH2:1]1[O:2][C:3]2([CH2:4][CH:5]=[C:6]([c:9]3[cH:10][c:11]([F:17])[c:12]([F:16])[c:13]([F:15])[cH:14]3)[CH2:7][CH2:8]2)[O:18][CH2:19]1.[CH3:22][CH2:23][OH:24].[H:20][H:21]>>[CH2:1]1[O:2][C:3]2([CH2:4][CH2:5][CH:6]([c:9]3[cH:10][c:11]([F:17])[c:12]([F:16])[c:13]([F:15])[cH:14]3)[CH2:7][CH2:8]2)[O:18][CH2:19]1. Starting materials: ClC1=NC2=CC=CC=C2C=C1C=1N(C2=CC=C(C=C2C1)CO)C(=O)OC(C)(C)C (tert-butyl 2-(2-chloro-3-quinolinyl)-5-(hydroxymethyl)-1H-indole-1-carboxylate). The reagents and catalysts are O=[Mn]=O (MnO2), O=[Mn]=O (MnO2). Run in ClCCl (dichloromethane). Run at time 1 hour. The product is ClC1=NC2=CC=CC=C2C=C1C=1N(C2=CC=C(C=C2C1)C=O)C(=O)OC(C)(C)C (tert-butyl 2-(2-chloro-3-quinolinyl)-5-formyl-1H-indole-1-carboxylate). Reaction SMILES: [Cl:1][C:2]1[C:11]([C:12]2[N:13]([C:23]([O:25][C:26]([CH3:29])([CH3:28])[CH3:27])=[O:24])[C:14]3[C:19]([CH:20]=2)=[CH:18][C:17]([CH2:21][OH:22])=[CH:16][CH:15]=3)=[CH:10][C:9]2[C:4](=[CH:5][CH:6]=[CH:7][CH:8]=2)[N:3]=1>ClCCl.O=[Mn]=O>[Cl:1][C:2]1[C:11]([C:12]2[N:13]([C:23]([O:25][C:26]([CH3:29])([CH3:28])[CH3:27])=[O:24])[C:14]3[C:19]([CH:20]=2)=[CH:18][C:17]([CH:21]=[O:22])=[CH:16][CH:15]=3)=[CH:10][C:9]2[C:4](=[CH:5][CH:6]=[CH:7][CH:8]=2)[N:3]=1. Procedure: A mixture of tert-butyl 2-(2-chloro-3-quinolinyl)-5-(hydroxymethyl)-1H-indole-1-carboxylate (7-2, 800 mg, 1.96 mmol, 1 equiv) and MnO2 (850 mg, 9.8 mmol, 5.00 equiv) in dichloromethane (100 mL) was heated at reflux for 1.5 h. Additional MnO2 (700 mg, 8.05 mmol, 4.10 equiv) was added and heating was continued for 1 h. The catalyst was filtered and washed with dichloromethane (100 mL). The combined filtrate was concentrated to give tert-butyl 2-(2-chloro-3-quinolinyl)-5-formyl-1-H-indole-1-carboxy... Reactants: CC1(OC=2C=C(C=CC2C=2COC=3C=C(C=CC3C21)O)O)C2=CC=C(C=C2)OCCN2CCCCC2 (5-methyl-5-[4-(2-piperidin-1-yl-ethoxy)-phenyl]-5,11-dihydro-chromeno[4,3-c]chromene-2,8-diol), C(=O)(O)[O-].[Na+] (NaHCO3), CC(C(=O)Cl)(C)C (Trimethylacetyl chloride), TEA. Run in ClCCl (dichloromethane). Run at time 5 minute. Product: CC(C(=O)OC=1C=CC2=C(C1)OCC1=C2C(OC=2C=C(C=CC12)OC(C(C)(C)C)=O)(C1=CC=C(C=C1)OCCN1CCCCC1)C)(C)C (2,2-dimethyl-propionic acid 8-(2,2-dimethyl-propionyloxy)-11-methyl-11-[4-(2-piperidin-1-yl-ethoxy)-phenyl]-5,11-dihydro-chromeno[4,3-c]chromen-2-yl ester). Reaction SMILES: [CH3:1][C:2]1([C:22]2[CH:27]=[CH:26][C:25]([O:28][CH2:29][CH2:30][N:31]3[CH2:36][CH2:35][CH2:34][CH2:33][CH2:32]3)=[CH:24][CH:23]=2)[C:19]2[C:18]3[CH:17]=[CH:16][C:15]([OH:20])=[CH:14][C:13]=3[O:12][CH2:11][C:10]=2[C:9]2[CH:8]=[CH:7][C:6]([OH:21])=[CH:5][C:4]=2[O:3]1.[CH3:37][C:38]([CH3:43])([CH3:42])[C:39](Cl)=[O:40].[C:44]([O-:47])(O)=O.[Na+]>ClCCl>[CH3:37][C:38]([CH3:43])([CH3:42])[C:39]([O:20][C:15]1[CH:16]=[CH:17][C:18]2[C:19]3[C:2]([CH3:1])([C:22]4[CH:27]=[CH:26][C:25]([O:28][CH2:29][CH2:30][N:31]5[CH2:36][CH2:35][CH2:34][CH2:33][CH2:32]5)=[CH:24][CH:23]=4)[O:3][C:4]4[CH:5]=[C:6]([O:21][C:44](=[O:47])[C:2]([CH3:22])([CH3:19])[CH3:1])[CH:7]=[CH:8][C:9]=4[C:10]=3[CH2:11][O:12][C:13]=2[CH:14]=1)=[O:40] |f:2.3|. Reported procedure: To a suspension of 5-methyl-5-[4-(2-piperidin-1-yl-ethoxy)-phenyl]-5,11-dihydro-chromeno[4,3-c]chromene-2,8-diol, prepared as om STEP C above, in dichloromethane (5 mL) (DCM) at 5° C. was added TEA (42 mg, 0.42 mmol) and the reaction mixture stirred for 5 min. Trimethylacetyl chloride (47 mg, 0.39 mmol) was then added to the reaction mixture and the mixture stirred at room temperature overnight. To the reaction mixture was then added saturated NaHCO3 (10 mL) and stirred for 1 h. The resulting mi... Starting materials: CCCBr, COc1ccc(N2CCN(c3ccc(-n4cn[nH]c4=O)cc3)CC2)cc1, CS(C)=O, [H-], [Na+]. The product is CCCn1ncn(-c2ccc(N3CCN(c4ccc(OC)cc4)CC3)cc2)c1=O. Reaction SMILES: [Br:29][CH2:30][CH2:31][CH3:32].[CH3:1][O:2][c:3]1[cH:4][cH:5][c:6]([N:9]2[CH2:10][CH2:11][N:12]([c:15]3[cH:16][cH:17][c:18](-[n:21]4[c:22](=[O:26])[nH:23][n:24][cH:25]4)[cH:19][cH:20]3)[CH2:13][CH2:14]2)[cH:7][cH:8]1.[CH3:33][S:34](=[O:35])[CH3:36].[H-:27].[Na+:28]>>[CH3:1][O:2][c:3]1[cH:4][cH:5][c:6]([N:9]2[CH2:10][CH2:11][N:12]([c:15]3[cH:16][cH:17][c:18](-[n:21]4[c:22](=[O:26])[n:23]([CH2:30][CH2:31][CH3:32])[n:24][cH:25]4)[cH:19][cH:20]3)[CH2:13][CH2:14]2)[cH:7][cH:8]1. Starting materials: ClC1=C(C=C2C(C(=CN(C2=C1)C1=CC=C(C=C1)F)C(=O)O)=O)F (7-chloro-1-p-fluorophenyl-6-fluoro-1,4-dihydro-4-oxo-quinoline-3-carboxylic acid), N1CCNCC1 (piperazine). The product is FC1=CC=C(C=C1)N1C=C(C(C2=CC(=C(C=C12)N1CCNCC1)F)=O)C(=O)O (1-p-fluoro-phenyl-6-fluoro-1,4-dihydro-4-oxo-7-(1-piperazinyl)quinoline-3-carboxylic acid), hydrochloride salt. As a reaction SMILES: Cl[C:2]1[CH:11]=[C:10]2[C:5]([C:6](=[O:22])[C:7]([C:19]([OH:21])=[O:20])=[CH:8][N:9]2[C:12]2[CH:17]=[CH:16][C:15]([F:18])=[CH:14][CH:13]=2)=[CH:4][C:3]=1[F:23].[NH:24]1[CH2:29][CH2:28][NH:27][CH2:26][CH2:25]1>>[F:23][C:3]1[CH:2]=[CH:11][C:10]([N:9]2[C:12]3[C:13](=[CH:14][C:15]([F:18])=[C:16]([N:24]4[CH2:29][CH2:28][NH:27][CH2:26][CH2:25]4)[CH:17]=3)[C:6](=[O:22])[C:7]([C:19]([OH:21])=[O:20])=[CH:8]2)=[CH:5][CH:4]=1. Procedure: In the described fashion as Example 1(e), the above acid (7) R6 =H, R=p-fluorophenyl), after reacting with the piperazine, can give the desired 1-p-fluoro-phenyl-6-fluoro-1,4-dihydro-4-oxo-7-(1-piperazinyl)quinoline-3-carboxylic acid (9) ##STR17## R=p-fluorophenyl) and its hydrochloride salt. The reactants are [H-].[H-].[H-].[H-].[Li+].[Al+3] (LiAlH4), ClC=1C=C(C=CC1Cl)S[C@H]1[C@@H](CC2=CC=CC=C12)NC(=O)OCC ((±) trans 1-(3,4-dichlorophenylthio)-2-ethoxycarbonylaminoindane). The solvent is C(C)OCC (diethyl ether), C(C)OCC (diethyl ether). Run at time 8 hour. Product: Cl.ClC=1C=C(C=CC1Cl)S[C@H]1[C@@H](CC2=CC=CC=C12)NC ((±) trans 1-(3,4-Dichlorophenylthio)-2-methylaminoindane Hydrochloride). RXN SMILES: [H-].[H-].[H-].[H-].[Li+].[Al+3].[Cl:7][C:8]1[CH:9]=[C:10]([S:15][C@@H:16]2[C:24]3[C:19](=[CH:20][CH:21]=[CH:22][CH:23]=3)[CH2:18][C@H:17]2[NH:25][C:26](OCC)=O)[CH:11]=[CH:12][C:13]=1[Cl:14]>C(OCC)C>[ClH:7].[Cl:7][C:8]1[CH:9]=[C:10]([S:15][C@@H:16]2[C:24]3[C:19](=[CH:20][CH:21]=[CH:22][CH:23]=3)[CH2:18][C@H:17]2[NH:25][CH3:26])[CH:11]=[CH:12][C:13]=1[Cl:14] |f:0.1.2.3.4.5,8.9|. Procedure: To a suspension of LiAlH4 (0.34 g, 9.05 mmol) in dry diethyl ether under nitrogen was added a solution of (±) trans 1-(3,4-dichlorophenylthio)-2-ethoxycarbonylaminoindane (0.69 g, 1.81 mmol) in diethyl ether. After stirring at room temperature overnight, the reaction was worked up as described for Example 2, and then purified on a silica gel column using 1% ethanol in chloroform as eluant. The resulting oil (0.26 g) was extracted into n-pentane and treated with ethereal hydrogen chloride to give...